Dataset: the Open Reaction Database (ORD), a public repository of structured organic reaction records. Task: describe an organic reaction: reactants, conditions, products, and yield The reactants are FC1=C(C(=O)O)C=C(C=C1)S(=O)(=O)C (2-Fluoro-5-methanesulfonyl-benzoic acid), CC[C@H](C)O (S-(+)-2-butanol). The product is [C@H](C)(CC)OC1=C(C(=O)O)C=C(C=C1)S(=O)(=O)C (2-((S)-sec-Butoxy)-5-methanesulfonyl-benzoic acid). Reaction SMILES: F[C:2]1[CH:10]=[CH:9][C:8]([S:11]([CH3:14])(=[O:13])=[O:12])=[CH:7][C:3]=1[C:4]([OH:6])=[O:5].[CH3:15][CH2:16][C@@H:17]([OH:19])[CH3:18]>>[C@@H:17]([O:19][C:2]1[CH:10]=[CH:9][C:8]([S:11]([CH3:14])(=[O:13])=[O:12])=[CH:7][C:3]=1[C:4]([OH:6])=[O:5])([CH2:16][CH3:15])[CH3:18]. Reported procedure: Prepared in analogy to Example B4(c) from 2-Fluoro-5-methanesulfonyl-benzoic acid (example B4(b)) and S-(+)-2-butanol. White solid. MS (m/e): 271.1 ([M-H], 100%). Reactants: C(C)(=O)NC1(CCN(CC1)CC1=CC=CC=C1)C1=CC=CC=C1 (4-acetamido-1-benzyl-4-phenylpiperidine), [H-].[Al+3].[Li+].[H-].[H-].[H-] (lithium aluminum hydride), [OH-].[Na+] (NaOH), [OH-].[Na+] (NaOH), [H-].[Al+3].[Li+].[H-].[H-].[H-] (lithium aluminum hydride). Solvent: C1CCOC1 (THF), C1CCOC1 (THF), C1CCOC1 (THF), O (water), O (water), C1CCOC1 (THF). Product: C(C1=CC=CC=C1)N1CCC(CC1)(C1=CC=CC=C1)NCC (1-Benzyl-4-(N-ethylamino)-4-phenylpiperidine). Yield: 100.6%. RXN SMILES: [C:1]([NH:4][C:5]1([C:18]2[CH:23]=[CH:22][CH:21]=[CH:20][CH:19]=2)[CH2:10][CH2:9][N:8]([CH2:11][C:12]2[CH:17]=[CH:16][CH:15]=[CH:14][CH:13]=2)[CH2:7][CH2:6]1)(=O)[CH3:2].[H-].[Al+3].[Li+].[H-].[H-].[H-].[OH-].[Na+]>C1COCC1.O>[CH2:11]([N:8]1[CH2:7][CH2:6][C:5]([NH:4][CH2:1][CH3:2])([C:18]2[CH:19]=[CH:20][CH:21]=[CH:22][CH:23]=2)[CH2:10][CH2:9]1)[C:12]1[CH:13]=[CH:14][CH:15]=[CH:16][CH:17]=1 |f:1.2.3.4.5.6,7.8|. Procedure: A solution of 5 g of 4-acetamido-1-benzyl-4-phenylpiperidine in 50 ml of THF is added to a suspension of 1.5 g of lithium aluminum hydride in 20 ml of THF and the mixture is refluxed for 3 hours. After cooling, a solution of 1 ml of concentrated NaOH in 8 ml of water is added, the inorganic salts are filtered and the filtrate is evaporated under vacuum. The oil obtained is dissolved in 50 ml of THF, this solution is added to a suspension of 1.5 ml of lithium aluminum hydride in 20 ml of THF and ... Starting materials: C(C)(=O)[O-].[Na+] (sodium acetate), C=1(C(=CC=CC1)C)C (xylene), Cl.Cl.C(C1=CC=CC=C1)NN (benzylhydrazine dihydrochloride), O (water). Conditions: time 8 hour. The product is C(C1=CC=CC=C1)N1N=C(C2=CC=C(C=C12)O)CCC (1-Benzyl-3-n-propylindazol-6-ol). RXN SMILES: [C:1]([O-:4])(=O)[CH3:2].[Na+].Cl.Cl.[CH2:8]([NH:15][NH2:16])[C:9]1[CH:14]=[CH:13][CH:12]=[CH:11][CH:10]=1.O.[C:18]1([CH3:25])[C:19]([CH3:24])=[CH:20][CH:21]=[CH:22][CH:23]=1>>[CH2:8]([N:15]1[C:25]2[C:18](=[CH:19][CH:24]=[C:1]([OH:4])[CH:2]=2)[C:23]([CH2:22][CH2:21][CH3:20])=[N:16]1)[C:9]1[CH:14]=[CH:13][CH:12]=[CH:11][CH:10]=1 |f:0.1,2.3.4|. Procedure: 1-(2-Fluoro-4-hydroxyphenyl)butan-1-one (3.468 g) that can be produced by the method described in Reference Example 16 or the like, sodium acetate (7.57 g; manufactured by Wako Pure Chemical Industries, Ltd.), and benzylhydrazine dihydrochloride (5.48 g; manufactured by Wako Pure Chemical Industries, Ltd,) were suspended in xylene (200 mL; manufactured by Kanto Chemical Co., Inc.). The suspension was stirred overnight at reflux using a Dean-Stark apparatus. The reaction solution was cooled to ro... The reactants are CC(C)c1nc(Cl)nc(-c2ccc(F)cc2)c1Br, CNS(C)(=O)=O, CCCCCC, [H-], [Na+], CN(C)C=O. Yields the product CC(C)c1nc(N(C)S(C)(=O)=O)nc(-c2ccc(F)cc2)c1Br. As a reaction SMILES: [Br:3][c:4]1[c:5](-[c:14]2[cH:15][cH:16][c:17]([F:20])[cH:18][cH:19]2)[n:6][c:7]([Cl:13])[n:8][c:9]1[CH:10]([CH3:11])[CH3:12].[CH3:21][NH:22][S:23](=[O:24])(=[O:25])[CH3:26].[CH3:27][CH2:28][CH2:29][CH2:30][CH2:31][CH3:32].[H-:1].[Na+:2].[O:33]=[CH:34][N:35]([CH3:36])[CH3:37]>>[Br:3][c:4]1[c:5](-[c:14]2[cH:15][cH:16][c:17]([F:20])[cH:18][cH:19]2)[n:6][c:7]([N:22]([CH3:21])[S:23](=[O:24])(=[O:25])[CH3:26])[n:8][c:9]1[CH:10]([CH3:11])[CH3:12].